From a dataset of the Open Reaction Database (ORD), a public repository of structured organic reaction records. describe an organic reaction: reactants, conditions, products, and yield Reactants: C(=O)(OCCC)C=1OC2=C(C(C1)=O)C=C(C=C2)OCC2=CC(=CC=C2)OCC2=NC1=CC=CC=C1C=C2 (2-carbopropoxy-6-(3-(quinolin-2-yl-methoxy)benzyloxy)-4-oxo-4H-1-benzopyran), C([O-])(O)=O.[Na+] (sodium bicarbonate). The solvent is C(C)O (ethanol), O (water). Run at time 8 hour. Product: O=C1C=COC2=C1C=CC=C2 (4-oxo-4H-1-benzopyran). Reaction SMILES: C([C:7]1[O:8][C:9]2[CH:17]=[CH:16][C:15](OCC3C=CC=C(OCC4C=CC5C(=CC=CC=5)N=4)C=3)=[CH:14][C:10]=2[C:11](=[O:13])[CH:12]=1)(OCCC)=O.C(=O)(O)[O-].[Na+]>C(O)C.O>[O:13]=[C:11]1[C:10]2[CH:14]=[CH:15][CH:16]=[CH:17][C:9]=2[O:8][CH:7]=[CH:12]1 |f:1.2|. Reported procedure: A mixture of 0.71g of 2-carbopropoxy-6-(3-(quinolin-2-yl-methoxy)benzyloxy)-4-oxo-4H-1-benzopyran and 0.45g of sodium bicarbonate in 20 ml of ethanol in 20 ml of water is refluxed for 1.5 hours, then stirred at room temperature overnight. The mixture was neutralized and the resulting solid is filtered off, washed with water and dried in vacuo to give 0.55g of 2-carboxy-6-(3-quinolin-2- ylmethoxy)benzyloxy)-4-oxo-4H-1-benzopyran as a light yellow solid having an m.p. of 253°-54° C.